describe an organic reaction: reactants, conditions, products, and yield From a dataset of the Open Reaction Database (ORD), a public repository of structured organic reaction records. The reactants are ClC=1C=C2C(=CN(C2=CC1)C)C=O (5-chloro-1-methylindole-3-carbaldehyde), NC1=C(C=C(C=C1)CC(=O)OC)O (methyl 4-amino-3-hydroxyphenylacetate), C(C)(=O)O.C(C)(=O)O.IC1=CC=CC=C1 (iodobenzene diacetate). The solvent is CCO (EtOH). Run at time 1 hour. The product is ClC=1C=C2C(=CN(C2=CC1)C)C=1OC2=C(N1)C=CC(=C2)CC(=O)OC (methyl (2-(5-chloro-1-methyl-3-indolyl)-6-benzoxazolyl)acetate). Isolated yield 60.7%. Reaction SMILES: [Cl:1][C:2]1[CH:3]=[C:4]2[C:8](=[CH:9][CH:10]=1)[N:7]([CH3:11])[CH:6]=[C:5]2[CH:12]=[O:13].[NH2:14][C:15]1[CH:20]=[CH:19][C:18]([CH2:21][C:22]([O:24][CH3:25])=[O:23])=[CH:17][C:16]=1O.C(O)(=O)C.C(O)(=O)C.IC1C=CC=CC=1>CCO>[Cl:1][C:2]1[CH:3]=[C:4]2[C:8](=[CH:9][CH:10]=1)[N:7]([CH3:11])[CH:6]=[C:5]2[C:12]1[O:13][C:16]2[CH:17]=[C:18]([CH2:21][C:22]([O:24][CH3:25])=[O:23])[CH:19]=[CH:20][C:15]=2[N:14]=1 |f:2.3.4|. Procedure details: In EtOH (9.0 ml), 5-chloro-1-methylindole-3-carbaldehyde (534 mg, 2.76 mmol) and methyl 4-amino-3-hydroxyphenylacetate (500 mg, 2.76 mmol) were stirred for hours. After iodobenzene diacetate (2.03 g, 6.31 mmol) was added to the reaction mixture and the mixture was stirred at room temperature for 1 hour, the solvent was distilled off under reduced pressure. The residue was purified by chromatography on a silica gel column, whereby from n-hexane-ethyl acetate (1:1, v/v) eluate fractions, a mixture...